This data is from the Open Reaction Database (ORD), a public repository of structured organic reaction records. The task is: describe an organic reaction: reactants, conditions, products, and yield The reactants are CN=C=O, CCCCCCCCCCCCCCCCCCOCC(O)COC(=O)CCCCl, CC(Cl)Cl. The product is CCCCCCCCCCCCCCCCCCOCC(COC(=O)CCCCl)OC(=O)NC. As a reaction SMILES: [CH3:31][N:32]=[C:33]=[O:34].[Cl:1][CH2:2][CH2:3][CH2:4][C:5](=[O:6])[O:7][CH2:8][CH:9]([OH:10])[CH2:11][O:12][CH2:13][CH2:14][CH2:15][CH2:16][CH2:17][CH2:18][CH2:19][CH2:20][CH2:21][CH2:22][CH2:23][CH2:24][CH2:25][CH2:26][CH2:27][CH2:28][CH2:29][CH3:30].[Cl:35][CH:36]([Cl:37])[CH3:38]>>[Cl:1][CH2:2][CH2:3][CH2:4][C:5](=[O:6])[O:7][CH2:8][CH:9]([O:10][C:33]([NH:32][CH3:31])=[O:34])[CH2:11][O:12][CH2:13][CH2:14][CH2:15][CH2:16][CH2:17][CH2:18][CH2:19][CH2:20][CH2:21][CH2:22][CH2:23][CH2:24][CH2:25][CH2:26][CH2:27][CH2:28][CH2:29][CH3:30].